This data is from the Open Reaction Database (ORD), a public repository of structured organic reaction records. The task is: describe an organic reaction: reactants, conditions, products, and yield Starting materials: CCO, CCOC(C)=O, CC(=O)OC(C)=O, Cc1ccc2c([N+](=O)[O-])c(F)ccc2n1, [H][H], [Na+], [OH-], O. Yields the product CC(=O)Nc1c(F)ccc2nc(C)ccc12. Reaction SMILES: [CH3:18][CH2:19][OH:20].[CH3:23][CH2:24][O:25][C:26](=[O:27])[CH3:28].[CH3:29][C:30]([O:31][C:32](=[O:33])[CH3:34])=[O:35].[F:1][c:2]1[c:3]([N+:13]([O-:14])=[O:15])[c:4]2[cH:5][cH:6][c:7]([CH3:12])[n:8][c:9]2[cH:10][cH:11]1.[H:16][H:17].[Na+:22].[OH-:21].[OH2:36]>>[F:1][c:2]1[c:3]([NH:13][C:19]([CH3:18])=[O:20])[c:4]2[cH:5][cH:6][c:7]([CH3:12])[n:8][c:9]2[cH:10][cH:11]1.